The task is: describe an organic reaction: reactants, conditions, products, and yield. This data is from the Open Reaction Database (ORD), a public repository of structured organic reaction records. Reactants: C(C)OC(C(CC1=C(C=C(C=C1)OCC=1N=C(SC1)C1=CC=C(C=C1)Cl)C)OCC)=O ([rac]-3-{4-[2-(4-chloro-phenyl)-thiazol-4-ylmethoxy]-2-methyl-phenyl}-2-ethoxy-propionic acid ethyl ester), [Li+].[OH-] (LiOH). Product: ClC1=CC=C(C=C1)C=1SC=C(N1)COC1=CC(=C(C=C1)CC(C(=O)O)OCC)C ([rac]-3-{4-[2-(4-chloro-phenyl)-thiazol-4-ylmethoxy]-2-methyl-phenyl}-2-ethoxy-propionic acid). Reaction SMILES: C([O:3][C:4](=[O:31])[CH:5]([O:28][CH2:29][CH3:30])[CH2:6][C:7]1[CH:12]=[CH:11][C:10]([O:13][CH2:14][C:15]2[N:16]=[C:17]([C:20]3[CH:25]=[CH:24][C:23]([Cl:26])=[CH:22][CH:21]=3)[S:18][CH:19]=2)=[CH:9][C:8]=1[CH3:27])C.[Li+].[OH-]>>[Cl:26][C:23]1[CH:24]=[CH:25][C:20]([C:17]2[S:18][CH:19]=[C:15]([CH2:14][O:13][C:10]3[CH:11]=[CH:12][C:7]([CH2:6][CH:5]([O:28][CH2:29][CH3:30])[C:4]([OH:31])=[O:3])=[C:8]([CH3:27])[CH:9]=3)[N:16]=2)=[CH:21][CH:22]=1 |f:1.2|. Reported procedure: In analogy to the procedure described in example 10 d], [rac]-3-{4-[2-(4-chloro-phenyl)-thiazol-4-ylmethoxy]-2-methyl-phenyl}-2-ethoxy-propionic acid ethyl ester was treated with LiOH to obtain [rac]-3-{4-[2-(4-chloro-phenyl)-thiazol-4-ylmethoxy]-2-methyl-phenyl}-2-ethoxy-propionic acid as light yellow liquid. The reactants are COC(=O)c1cc2ccc(Cl)c(F)c2[nH]1, [Na+], C1CCOC1, [OH-]. Product: O=C(O)c1cc2ccc(Cl)c(F)c2[nH]1. RXN SMILES: [Cl:1][c:2]1[cH:3][cH:4][c:5]2[cH:6][c:7]([C:12](=[O:13])[O:14][CH3:15])[nH:8][c:9]2[c:10]1[F:11].[Na+:17].[O:18]1[CH2:19][CH2:20][CH2:21][CH2:22]1.[OH-:16]>>[Cl:1][c:2]1[cH:3][cH:4][c:5]2[cH:6][c:7]([C:12](=[O:13])[OH:14])[nH:8][c:9]2[c:10]1[F:11]. Starting materials: ClC=1C=C2C(CN(CC2=C(C1)Cl)C)C1=CC=C(C=C1)NC(NCCC(=O)OCC)=O (ethyl 3-(3-(4-(6,8-dichloro-2-methyl-1,2,3,4-tetrahydroisoquinolin-4-yl)phenyl)ureido)propanoate), [OH-].[Na+] (sodium hydroxide). Solvent: O (water), CO (methanol). Conditions: temperature 25 celsius, time 2 hour. Yields the product ClC=1C=C2C(CN(CC2=C(C1)Cl)C)C1=CC=C(C=C1)NC(NCCC(=O)O)=O (3-(3-(4-(6,8-dichloro-2-methyl-1,2,3,4-tetrahydroisoquinolin-4-yl)phenyl)ureido)propanoic acid). As a reaction SMILES: [Cl:1][C:2]1[CH:3]=[C:4]2[C:9](=[C:10]([Cl:12])[CH:11]=1)[CH2:8][N:7]([CH3:13])[CH2:6][CH:5]2[C:14]1[CH:19]=[CH:18][C:17]([NH:20][C:21](=[O:30])[NH:22][CH2:23][CH2:24][C:25]([O:27]CC)=[O:26])=[CH:16][CH:15]=1.[OH-].[Na+]>CO.O>[Cl:1][C:2]1[CH:3]=[C:4]2[C:9](=[C:10]([Cl:12])[CH:11]=1)[CH2:8][N:7]([CH3:13])[CH2:6][CH:5]2[C:14]1[CH:15]=[CH:16][C:17]([NH:20][C:21](=[O:30])[NH:22][CH2:23][CH2:24][C:25]([OH:27])=[O:26])=[CH:18][CH:19]=1 |f:1.2|. Procedure: Into a 50-mL round-bottom flask, was placed a solution of ethyl 3-(3-(4-(6,8-dichloro-2-methyl-1,2,3,4-tetrahydroisoquinolin-4-yl)phenyl)ureido)propanoate (150 mg, 0.33 mmol, 1.00 equiv) in methanol (10 mL), water (2 mL) and sodium hydroxide (80 mg, 2.00 mmol). The resulting solution was stirred for 2 h at 25° C. and the resulting mixture was concentrated under vacuum. The pH value of the solution was adjusted to 7-8 with hydrogen chloride. The resulting solution was extracted with chloroform (3... The reactants are C(C)(=O)O[C@H]1[C@@H](O[C@@H]([C@H]([C@@H]1OC(C)=O)OC(C)=O)COC(C)=O)N1C(SC(C1=O)=CC1=CC=CC=C1)=S (N-(2,3,4,6-Tetra-O-acetyl-β-D-glucopyranosyl)-5-benzylidenerhodanine), C(C)NCC (diethylamine). Run in CO (methanol). Run at time 21 hour. Yields the product [C@@H]1([C@H](O)[C@@H](O)[C@H](O)[C@H](O1)CO)NC(=S)N(CC)CC (N-β-D-Glucopyranosyl-N',N'-diethylthiourea). RXN SMILES: C([O:4][C@@H:5]1[C@@H:10]([O:11]C(=O)C)[C@H:9]([O:15]C(=O)C)[C@@H:8]([CH2:19][O:20]C(=O)C)[O:7][C@H:6]1[N:24]1C(=O)C(=CC2C=CC=CC=2)S[C:25]1=[S:37])(=O)C.[CH2:38]([NH:40][CH2:41][CH3:42])[CH3:39]>CO>[C@@H:6]1([NH:24][C:25]([N:40]([CH2:41][CH3:42])[CH2:38][CH3:39])=[S:37])[O:7][C@H:8]([CH2:19][OH:20])[C@@H:9]([OH:15])[C@H:10]([OH:11])[C@H:5]1[OH:4]. Procedure: N-(2,3,4,6-Tetra-O-acetyl-β-D-glucopyranosyl)-5-benzylidenerhodanine (1.102 g., 0.002 mole) was added to a solution of diethylamine (1.76 g., 0.024 mole) in 50 ml. of methanol in a pressure bottle. The reaction mixture was stirred at room temperature for 21 hours in the pressure bottle with the stopper well closed. The mixture was filtered and the filtrate was evaporated to a brownish syrupy material below 30° in vacuo. The residue was dissolved in the minimum amount of acetone, and anhydrous et... The solvent is C(C)O (ethanol). Reaction conditions: temperature 75 celsius. As a reaction SMILES: [CH3:1][C:2]1[O:3][C:4]([C:13]2[CH:18]=[CH:17][CH:16]=[CH:15][CH:14]=2)=[CH:5][C:6](=[C:8]([C:11]#[N:12])[C:9]#[N:10])[CH:7]=1.[C:19]1([CH:25]2[N:29]([C:30]3[CH:37]=[CH:36][C:33]([CH:34]=O)=[CH:32][CH:31]=3)[N:28]=[C:27]([C:38]3[C:51]4[C:52]5=[C:53]6[C:48](=[CH:49][CH:50]=4)[CH:47]=[CH:46][CH:45]=[C:44]6[CH:43]=[CH:42][C:41]5=[CH:40][CH:39]=3)[CH2:26]2)[CH:24]=[CH:23][CH:22]=[CH:21][CH:20]=1.N1CCCCC1>C(O)C>[C:13]1([C:4]2[O:3][C:2]([CH:1]=[CH:34][C:33]3[CH:36]=[CH:37][C:30]([N:29]4[CH:25]([C:19]5[CH:20]=[CH:21][CH:22]=[CH:23][CH:24]=5)[CH2:26][C:27]([C:38]5[C:51]6[C:52]7=[C:53]8[C:48](=[CH:49][CH:50]=6)[CH:47]=[CH:46][CH:45]=[C:44]8[CH:43]=[CH:42][C:41]7=[CH:40][CH:39]=5)=[N:28]4)=[CH:31][CH:32]=3)=[CH:7][C:6](=[C:8]([C:11]#[N:12])[C:9]#[N:10])[CH:5]=2)[CH:14]=[CH:15][CH:16]=[CH:17][CH:18]=1. Reactants: N1CCCCC1 (piperidine), CC=1OC(=CC(C1)=C(C#N)C#N)C1=CC=CC=C1 (2-(2-methyl-6-phenyl-pyran-4-ylidene)-malononitrile), C1(=CC=CC=C1)C1CC(=NN1C1=CC=C(C=O)C=C1)C1=CC=C2C=CC3=CC=CC4=CC=C1C2=C34 (4-(5-phenyl-3-pyren-1-yl-4,5-dihydro-pyrazol-1-yl)benzaldehyde). The product is C1(=CC=CC=C1)C=1OC(=CC(C1)=C(C#N)C#N)C=CC1=CC=C(C=C1)N1N=C(CC1C1=CC=CC=C1)C1=CC=C2C=CC3=CC=CC4=CC=C1C2=C34 (2-(2-phenyl-6-{2-[4-(5-phenyl-3-pyren-1-yl-4,5-dihydro-pyrazol-1-yl)-phenyl]-vinyl}-pyran-4-ylidene)-malononitrile). Procedure: As shown in the following reaction 8, 0.24 g (1.0 mmol) of 2-(2-methyl-6-phenyl-pyran-4-ylidene)-malononitrile and 0.46 g (1.0 mmol) of 4-(5-phenyl-3-pyren-1-yl-4,5-dihydro-pyrazol-1-yl)benzaldehyde were added into 20 ml of ethanol, and 0.13 g (1.53 mmol) of piperidine was added thereto. The reaction solution was heated at 75° C. for 10 hours. Starting materials: COC1=C(C=CC=C1)C1=CCC(CC1)=O (4-(2-Methoxy-phenyl)-cyclohex-3-enone), COC1=C(C=CC=C1)C1C=CC(CC1)=O (4-(2-Methoxy-phenyl)-cyclohex-2-enone). The reagents and catalysts are [Pd] (palladium on carbon). The solvent is C(C)OC(C)=O (ethylacetate). Run at time 6.5 hour. Yields the product COC1=C(C=CC=C1)C1CCC(CC1)=O (4-(2-Methoxy-phenyl)-cyclohexanone). Reaction SMILES: [CH3:1][O:2][C:3]1[CH:8]=[CH:7][CH:6]=[CH:5][C:4]=1[C:9]1[CH2:14][CH2:13][C:12](=[O:15])[CH2:11][CH:10]=1.COC1C=CC=CC=1C1CCC(=O)C=C1>[Pd].C(OC(=O)C)C>[CH3:1][O:2][C:3]1[CH:8]=[CH:7][CH:6]=[CH:5][C:4]=1[CH:9]1[CH2:14][CH2:13][C:12](=[O:15])[CH2:11][CH2:10]1. Procedure: To a suspension of palladium on carbon (3.75 g, 25% wt) in 200 mL ethylacetate was added a 1:2 mixture of 4-(2-Methoxy-phenyl)-cyclohex-3-enone and 4-(2-Methoxy-phenyl)-cyclohex-2-enone (15 g, 75.0 mmol) under argon. The suspension was stirred under a hydrogen at 1 atm. for 6.5 h, filtered through celite, concentrated in vacuo, and crystallized from ethylacetate to give 4-(2-Methoxy-phenyl)-cyclohexanone.